From a dataset of the Open Reaction Database (ORD), a public repository of structured organic reaction records. describe an organic reaction: reactants, conditions, products, and yield Reactants: CC(=O)O, C1CCOC1, CNC, CC(C)N1CCN(c2nc3ccc(C=O)cc3s2)CC1, Cl. The product is CC(C)N1CCN(c2nc3ccc(CN(C)C)cc3s2)CC1. RXN SMILES: [C:21]([OH:22])(=[O:23])[CH3:24].[CH2:29]1[O:30][CH2:31][CH2:32][CH2:33]1.[CH3:26][NH:27][CH3:28].[CH:1]([CH3:2])([CH3:3])[N:4]1[CH2:5][CH2:6][N:7]([c:10]2[s:11][c:12]3[c:13]([n:14]2)[cH:15][cH:16][c:17]([CH:19]=[O:20])[cH:18]3)[CH2:8][CH2:9]1.[ClH:25]>>[CH:1]([CH3:2])([CH3:3])[N:4]1[CH2:5][CH2:6][N:7]([c:10]2[s:11][c:12]3[c:13]([n:14]2)[cH:15][cH:16][c:17]([CH2:19][N:27]([CH3:26])[CH3:28])[cH:18]3)[CH2:8][CH2:9]1. The reactants are IC=1C=CC(=NC1)N (5-iodopyridin-2-amine), O1CCC(=CC1)B1OC(C(O1)(C)C)(C)C (2-(3,6-dihydro-2H-pyran-4-yl)-4,4,5,5-tetramethyl-1,3,2-dioxaborolane), C([O-])([O-])=O.[Na+].[Na+] (sodium carbonate). The reagents and catalysts are C=1C=CC(=CC1)[P](C=2C=CC=CC2)(C=3C=CC=CC3)[Pd]([P](C=4C=CC=CC4)(C=5C=CC=CC5)C=6C=CC=CC6)([P](C=7C=CC=CC7)(C=8C=CC=CC8)C=9C=CC=CC9)[P](C=1C=CC=CC1)(C=1C=CC=CC1)C=1C=CC=CC1 (tetrakis(triphenylphosphine)palladium(0)). The solvent is CN(C)C=O (DMF). Run at temperature 120 celsius. Product: O1CCC(=CC1)C=1C=CC(=NC1)N (5-(3,6-Dihydro-2H-pyran-4-yl)pyridin-2-amine), powder. Isolated yield 110.7%. RXN SMILES: I[C:2]1[CH:3]=[CH:4][C:5]([NH2:8])=[N:6][CH:7]=1.[O:9]1[CH2:14][CH:13]=[C:12](B2OC(C)(C)C(C)(C)O2)[CH2:11][CH2:10]1.C(=O)([O-])[O-].[Na+].[Na+]>CN(C=O)C.C1C=CC([P]([Pd]([P](C2C=CC=CC=2)(C2C=CC=CC=2)C2C=CC=CC=2)([P](C2C=CC=CC=2)(C2C=CC=CC=2)C2C=CC=CC=2)[P](C2C=CC=CC=2)(C2C=CC=CC=2)C2C=CC=CC=2)(C2C=CC=CC=2)C2C=CC=CC=2)=CC=1>[O:9]1[CH2:10][CH:11]=[C:12]([C:2]2[CH:3]=[CH:4][C:5]([NH2:8])=[N:6][CH:7]=2)[CH2:13][CH2:14]1 |f:2.3.4,^1:38,40,59,78|. Procedure: 0.220 g of 5-iodopyridin-2-amine (1.0 mmol), 0.315 g of 2-(3,6-dihydro-2H-pyran-4-yl)-4,4,5,5-tetramethyl-1,3,2-dioxaborolane (1.50 mmol), 0.116 g of tetrakis(triphenylphosphine)palladium(0) (0.100 mmol) and 2.25 ml of a 2M sodium carbonate solution (4.50 mmol) were dissolved/suspended in 8.6 ml of DMF in a microwave vessel, flushed with vacuum/argon, and subsequently heated in the microwave for 20 min at 120° C. HPLC/MSD indicated almost complete formation of the desired product. The solvent wa... The reactants are CCOC(=O)C(Cc1ccc(OCCCc2ccc(NC(=O)OC(C)(C)C)cc2)cc1)OCC, C1CCOC1, [Li+], [OH-], O. Yields the product CCOC(Cc1ccc(OCCCc2ccc(NC(=O)OC(C)(C)C)cc2)cc1)C(=O)O. Reaction SMILES: [C:1]([CH3:2])([CH3:3])([CH3:4])[O:5][C:6](=[O:7])[NH:8][c:9]1[cH:10][cH:11][c:12]([CH2:15][CH2:16][CH2:17][O:18][c:19]2[cH:20][cH:21][c:22]([CH2:25][CH:26]([C:27](=[O:28])[O:29][CH2:30][CH3:31])[O:32][CH2:33][CH3:34])[cH:23][cH:24]2)[cH:13][cH:14]1.[CH2:37]1[O:38][CH2:39][CH2:40][CH2:41]1.[Li+:35].[OH-:36].[OH2:42]>>[C:1]([CH3:2])([CH3:3])([CH3:4])[O:5][C:6](=[O:7])[NH:8][c:9]1[cH:10][cH:11][c:12]([CH2:15][CH2:16][CH2:17][O:18][c:19]2[cH:20][cH:21][c:22]([CH2:25][CH:26]([C:27](=[O:28])[OH:29])[O:32][CH2:33][CH3:34])[cH:23][cH:24]2)[cH:13][cH:14]1. The reactants are FC=1C=C(C=CC1)O (3-fluorophenol), BrC[C@H](CCl)C ((2S)-1-bromo-3-chloro-2-methylpropane). The product is ClC[C@@H](COC1=CC(=CC=C1)F)C (1-{[(2R)-3-CHLORO-2-METHYLPROPYL]OXY}-3-FLUOROBENZENE). Reaction SMILES: [F:1][C:2]1[CH:3]=[C:4]([OH:8])[CH:5]=[CH:6][CH:7]=1.Br[CH2:10][C@@H:11]([CH3:14])[CH2:12][Cl:13]>>[Cl:13][CH2:12][C@H:11]([CH3:14])[CH2:10][O:8][C:4]1[CH:5]=[CH:6][CH:7]=[C:2]([F:1])[CH:3]=1. Procedure: Prepared by Procedure U and Scheme AK using 3-fluorophenol and (2S)-1-bromo-3-chloro-2-methylpropane. The reactants are C(C=C)ON=C(C(=O)NC1[C@@H]2N(C(=C(CS2)C[N+]2=CC=CC=C2)C(=O)[O-])C1=O)C1=NSC(=N1)N (7-[2-allyloxyimino-2-(5-amino-1,2,4-thiadiazol-3-yl)-acetamido]-3-(1-pyridinio)methyl-3-cephem-4-carboxylate), S(O)(O)(=O)=O (sulfuric acid). Yields the product S(=O)(=O)([O-])[O-].C(C=C)ON=C(C(=O)NC1[C@@H]2N(C(=C(CS2)C[N+]2=CC=CC=C2)C(=O)O)C1=O)C1=NSC(=N1)N.C(C=C)ON=C(C(=O)NC1[C@@H]2N(C(=C(CS2)C[N+]2=CC=CC=C2)C(=O)O)C1=O)C1=NSC(=N1)N (7-[2-allyloxyimino-2-(5-amino-1,2,4-thiadiazol-3-yl)-acetamido]-3-(1-pyridinio)methyl-3-cephem-4-carboxylate hemisulfate). As a reaction SMILES: [CH2:1]([O:4][N:5]=[C:6]([C:29]1[N:33]=[C:32]([NH2:34])[S:31][N:30]=1)[C:7]([NH:9][CH:10]1[C:27](=[O:28])[N:12]2[C:13]([C:24]([O-:26])=[O:25])=[C:14]([CH2:17][N+:18]3[CH:23]=[CH:22][CH:21]=[CH:20][CH:19]=3)[CH2:15][S:16][C@H:11]12)=[O:8])[CH:2]=[CH2:3].[S:35](=[O:39])(=[O:38])([OH:37])[OH:36]>>[S:35]([O-:39])([O-:38])(=[O:37])=[O:36].[CH2:1]([O:4][N:5]=[C:6]([C:29]1[N:33]=[C:32]([NH2:34])[S:31][N:30]=1)[C:7]([NH:9][CH:10]1[C:27](=[O:28])[N:12]2[C:13]([C:24]([OH:26])=[O:25])=[C:14]([CH2:17][N+:18]3[CH:23]=[CH:22][CH:21]=[CH:20][CH:19]=3)[CH2:15][S:16][C@H:11]12)=[O:8])[CH:2]=[CH2:3].[CH2:1]([O:4][N:5]=[C:6]([C:29]1[N:33]=[C:32]([NH2:34])[S:31][N:30]=1)[C:7]([NH:9][CH:10]1[C:27](=[O:28])[N:12]2[C:13]([C:24]([OH:26])=[O:25])=[C:14]([CH2:17][N+:18]3[CH:23]=[CH:22][CH:21]=[CH:20][CH:19]=3)[CH2:15][S:16][C@H:11]12)=[O:8])[CH:2]=[CH2:3] |f:2.3.4|. Reported procedure: 7-[2-allyloxyimino-2-(5-amino-1,2,4-thiadiazol-3-yl)-acetamido]-3-(1-pyridinio)methyl-3-cephem-4-carboxylate (syn isomer) (4 g) was dissolved in 0.2 N sulfuric acid (40 ml). The mixture was lyophilized to give 7-[2-allyloxyimino-2-(5-amino-1,2,4-thiadiazol-3-yl)-acetamido]-3-(1-pyridinio)methyl-3-cephem-4-carboxylate hemisulfate (syn isomer) (4.1 g). Starting materials: FC1=CC=C(C(=O)OCC)C=C1 (ethyl 4-fluorobenzoate), N1CCCCC1 (piperidine), O (water). The solvent is C(C)#N (acetonitrile). The product is N1(CCCCC1)C1=CC=C(C(=O)OCC)C=C1 (ethyl 4-(piperidin-1-yl)benzoate). RXN SMILES: F[C:2]1[CH:12]=[CH:11][C:5]([C:6]([O:8][CH2:9][CH3:10])=[O:7])=[CH:4][CH:3]=1.[NH:13]1[CH2:18][CH2:17][CH2:16][CH2:15][CH2:14]1.O>C(#N)C>[N:13]1([C:2]2[CH:12]=[CH:11][C:5]([C:6]([O:8][CH2:9][CH3:10])=[O:7])=[CH:4][CH:3]=2)[CH2:18][CH2:17][CH2:16][CH2:15][CH2:14]1. Procedure: Reaction of ethyl 4-fluorobenzoate with piperidine (3 equivalents) in acetonitrile was carried out at reflux for 4 days. Dilution of the cooled reaction mixture with several volumes of water provided a precipitate, which was filtered to provide ethyl 4-(piperidin-1-yl)benzoate. Reduction of the ester with lithium aluminum hydride (2 equivalents) in tetrahydrofuran gave the corresponding alcohol (Examples 71, 72). Reactants: C(CCC)[Li] (butyllithium), C1C=CC2=CC=CC=C12 (indene), C[Si](Cl)(Cl)C (dimethyldichlorosilane), C1(=CC=CC=C1)C (toluene). The solvent is CCCCCC (hexane), C1CCOC1 (THF), O (water). Product: C[Si](C1C=CC2=CC=CC=C12)(C1C=CC2=CC=CC=C12)C (Dimethylbisindenylsilane). Yield: 97.0%. RXN SMILES: [CH2:1]([Li])[CH2:2][CH2:3][CH3:4].[CH2:6]1[C:14]2[C:9](=[CH:10][CH:11]=[CH:12][CH:13]=2)[CH:8]=[CH:7]1.[C:15]1(C)C=[CH:19][CH:18]=[CH:17][CH:16]=1.[CH3:22][Si:23]([CH3:26])(Cl)Cl>CCCCCC.O.C1COCC1>[CH3:22][Si:23]([CH3:26])([CH:6]1[C:14]2[C:9](=[CH:10][CH:11]=[CH:12][CH:13]=2)[CH:8]=[CH:7]1)[CH:1]1[C:19]2[C:4](=[CH:15][CH:16]=[CH:17][CH:18]=2)[CH:3]=[CH:2]1. Procedure: Technical-grade indene (90%) was first filtered through aluminum oxide (superactive) for crude purification and drying. 160 ml (400 mmol) of a 2.5M butyllithium solution in hexane were added at room temperature to a solution of 57 ml (446 mmol) of the indene (91-92%) in a solvent mixture comprising 430 ml of toluene and 32 ml of THF, and the mixture was refluxed for 1 hour. The mixture was cooled to room temperature, and 24.2 ml (200 mmol) of dimethyldichlorosilane were added to the orange suspe...